This data is from the Open Reaction Database (ORD), a public repository of structured organic reaction records. The task is: describe an organic reaction: reactants, conditions, products, and yield Starting materials: ClC1=C(C=CC(=C1)Cl)C(CC1=CN=C(S1)Cl)(C)O (2-(2,4-dichlorophenyl)-1-(2-chlorothiazol-5-yl)propan-2-ol), [OH-].[NH4+] (ammonium hydroxide). Reagents/catalysts: [Zn] (zinc). Solvent: C(C)(=O)O (acetic acid). The product is ClC1=C(C=CC(=C1)Cl)C(CC1=CN=CS1)(C)O (2-(2,4-dichlorophenyl)-1-(thiazol-5-yl)propan-2-ol). The yield is 56.0%. RXN SMILES: [Cl:1][C:2]1[CH:7]=[C:6]([Cl:8])[CH:5]=[CH:4][C:3]=1[C:9]([OH:18])([CH3:17])[CH2:10][C:11]1[S:15][C:14](Cl)=[N:13][CH:12]=1.[OH-].[NH4+]>C(O)(=O)C.[Zn]>[Cl:1][C:2]1[CH:7]=[C:6]([Cl:8])[CH:5]=[CH:4][C:3]=1[C:9]([OH:18])([CH3:17])[CH2:10][C:11]1[S:15][CH:14]=[N:13][CH:12]=1 |f:1.2|. Procedure: The 2-(2,4-dichlorophenyl)-1-(2-chlorothiazol-5-yl)propan-2-ol (6.4 g) obtained in Example 1 was dissolved in acetic acid (80 ml) and the mixture brought to reflux whereupon zinc dust (3.5 g) was added and the mixture was stirred under reflux for a further 2 hours and then cooled. Dilute ammonium hydroxide solution was added until the reaction mixture was basic and the mixture was then extracted into ethyl acetate (2×200 ml). The combined extract was washed with brine (50 ml), dried and then con... The reactants are ClC1=CC=C(S1)C(=O)NCC=1N=CN(C1)C1=CC=C(C=C1)I (5-chloro-N-((1-(4-iodophenyl)-1H-imidazol-4-yl)methyl)thiophene-2-carboxamide), N1C(=O)NC(=O)C=C1 (uracil), OC=1C=CC=C2C=CC=NC12 (8-hydroxyquinoline), C(=O)([O-])[O-].[K+].[K+] (K2CO3). The reagents and catalysts are [Cu]I (CuI). Run in CS(=O)C (DMSO). Reaction conditions: temperature 130 celsius. Yields the product ClC1=CC=C(S1)C(=O)NCC=1N=CN(C1)C1=CC=C(C=C1)N1C(NC(C=C1)=O)=O (5-chloro-N-((1-(4-(2,4-dioxo-3,4-dihydropyrimidin-1(2H)-yl)phenyl)-1H-imidazol-4-yl)methyl)thiophene-2-carboxamide). Isolated yield 39.0%. Reaction SMILES: [Cl:1][C:2]1[S:6][C:5]([C:7]([NH:9][CH2:10][C:11]2[N:12]=[CH:13][N:14]([C:16]3[CH:21]=[CH:20][C:19](I)=[CH:18][CH:17]=3)[CH:15]=2)=[O:8])=[CH:4][CH:3]=1.[NH:23]1[CH:30]=[CH:29][C:27](=[O:28])[NH:26][C:24]1=[O:25].OC1C=CC=C2C=1N=CC=C2.C([O-])([O-])=O.[K+].[K+]>CS(C)=O.[Cu]I>[Cl:1][C:2]1[S:6][C:5]([C:7]([NH:9][CH2:10][C:11]2[N:12]=[CH:13][N:14]([C:16]3[CH:21]=[CH:20][C:19]([N:23]4[CH:30]=[CH:29][C:27](=[O:28])[NH:26][C:24]4=[O:25])=[CH:18][CH:17]=3)[CH:15]=2)=[O:8])=[CH:4][CH:3]=1 |f:3.4.5|. Reported procedure: A mixture of 5-chloro-N-((1-(4-iodophenyl)-1H-imidazol-4-yl)methyl)thiophene-2-carboxamide 1-6 (66 mg, 0.15 mmol), uracil (46 mg, 0.41 mmol), 8-hydroxyquinoline (10 mg, 0.069 mmol) and K2CO3 (50 mg, 0.36 mmol) in DMSO (1 mL) was degassed with Ar before being charged with CuI (15 mg, 0.079 mmol). The mixture in a sealed tube was heated at 130° C. overnight. The mixture was then purified by HPLC to give the titled compound (25 mg). MS 428.0 and 430.0 (M+H, Cl pattern).